From a dataset of the Open Reaction Database (ORD), a public repository of structured organic reaction records. describe an organic reaction: reactants, conditions, products, and yield Starting materials: BrC=1C=2N(N=C(C1)Cl)C(=C(N2)C2=CC=C(C=C2)C2(CCC2)NC(OC(C)(C)C)=O)C2=CC=CC=C2 (tert-butyl {1-[4-(8-bromo-6-chloro-3-phenylimidazo[1,2-b]pyridazin-2-yl)phenyl]cyclobutyl}carbamate), [F-].[Cs+] (cesium fluoride), N1C(=NC=C1)B(O)O (1H-imidazol-2-ylboronic acid), complex. The reagents and catalysts are C1=CC=C(C=C1)P([C-]2C=CC=C2)C3=CC=CC=C3.C1=CC=C(C=C1)P([C-]2C=CC=C2)C3=CC=CC=C3.Cl[Pd]Cl.[Fe+2] (1,1′-bis(diphenylphosphino)ferrocenepalladium(II) dichloride). The solvent is COCOC (dimethoxymethane). Run at temperature 100 celsius. The product is ClC=1C=C(C=2N(N1)C(=C(N2)C2=CC=C(C=C2)C2(CCC2)NC(OC(C)(C)C)=O)C2=CC=CC=C2)C=2NC=CN2 (tert-butyl (1-{4-[6-chloro-8-(1H-imidazol-2-yl)-3-phenylimidazo[1,2-b]pyridazin-2-yl]phenyl}cyclobutyl)carbamate). Isolated yield 37.0%. As a reaction SMILES: Br[C:2]1[C:3]2[N:4]([C:9]([C:30]3[CH:35]=[CH:34][CH:33]=[CH:32][CH:31]=3)=[C:10]([C:12]3[CH:17]=[CH:16][C:15]([C:18]4([NH:22][C:23](=[O:29])[O:24][C:25]([CH3:28])([CH3:27])[CH3:26])[CH2:21][CH2:20][CH2:19]4)=[CH:14][CH:13]=3)[N:11]=2)[N:5]=[C:6]([Cl:8])[CH:7]=1.[NH:36]1[CH:40]=[CH:39][N:38]=[C:37]1B(O)O.[F-].[Cs+]>COCOC.C1C=CC(P(C2C=CC=CC=2)[C-]2C=CC=C2)=CC=1.C1C=CC(P(C2C=CC=CC=2)[C-]2C=CC=C2)=CC=1.Cl[Pd]Cl.[Fe+2]>[Cl:8][C:6]1[CH:7]=[C:2]([C:37]2[NH:36][CH:40]=[CH:39][N:38]=2)[C:3]2[N:4]([C:9]([C:30]3[CH:35]=[CH:34][CH:33]=[CH:32][CH:31]=3)=[C:10]([C:12]3[CH:17]=[CH:16][C:15]([C:18]4([NH:22][C:23](=[O:29])[O:24][C:25]([CH3:28])([CH3:27])[CH3:26])[CH2:21][CH2:20][CH2:19]4)=[CH:14][CH:13]=3)[N:11]=2)[N:5]=1 |f:2.3,5.6.7.8|. Procedure: A mixture of tert-butyl {1-[4-(8-bromo-6-chloro-3-phenylimidazo[1,2-b]pyridazin-2-yl)phenyl]cyclobutyl}carbamate that was prepared in a manner analgous to that described for Intermediate Example Int-7.1 (0.78 g, 1.42 mmol), 1H-imidazol-2-ylboronic acid (0.024 g, 2.13 mmol, 1.5 equiv.), 1,1′-bis(diphenylphosphino)ferrocenepalladium(II) dichloride CDM complex (0.12 g, 0.14 mmol, 0.1 equiv.) and cesium fluoride (0.65 g, 4.25 mmol, 3.0 equiv.) in dimethoxymethane (12 mL) was bubbled with Ar, then pl... Reactants: FC1=C(C(=CC=C1)F)N1C(NCC2=C1N=C(N=C2C=2C=C(C=CC2C)NC(=O)C2=CSC=C2)SC)=O (N-{3-[8-(2,6-difluorophenyl)-2-(methylthio)-7-oxo-5,6,7,8-tetrahydropyrimido[4,5-d]pyrimidin-4-yl]-4-methylphenyl}-3-thiophene-carboxamide), ClC=1C=C(C(=O)OO)C=CC1 (3-chloroperoxybenzoic acid). The solvent is C(Cl)Cl (CH2Cl2), CN(C)C=O (DMF). Reaction conditions: time 45 minute. The product is FC1=C(C(=CC=C1)F)N1C(NCC2=C1N=C(N=C2C=2C=C(C=CC2C)NC(=O)C2=CSC=C2)S(=O)C)=O (N-{3-[8-(2,6-difluorophenyl)-2-(methylsulfinyl)-7-oxo-5,6,7,8-tetrahydropyrimido[4,5-d]pyrimidin-4-yl]-4-methylphenyl}-3-thiophenecarboxamide). As a reaction SMILES: [F:1][C:2]1[CH:7]=[CH:6][CH:5]=[C:4]([F:8])[C:3]=1[N:9]1[C:14]2[N:15]=[C:16]([S:34][CH3:35])[N:17]=[C:18]([C:19]3[CH:20]=[C:21]([NH:26][C:27]([C:29]4[CH:33]=[CH:32][S:31][CH:30]=4)=[O:28])[CH:22]=[CH:23][C:24]=3[CH3:25])[C:13]=2[CH2:12][NH:11][C:10]1=[O:36].ClC1C=C(C=CC=1)C(OO)=[O:42]>C(Cl)Cl.CN(C=O)C>[F:8][C:4]1[CH:5]=[CH:6][CH:7]=[C:2]([F:1])[C:3]=1[N:9]1[C:14]2[N:15]=[C:16]([S:34]([CH3:35])=[O:42])[N:17]=[C:18]([C:19]3[CH:20]=[C:21]([NH:26][C:27]([C:29]4[CH:33]=[CH:32][S:31][CH:30]=4)=[O:28])[CH:22]=[CH:23][C:24]=3[CH3:25])[C:13]=2[CH2:12][NH:11][C:10]1=[O:36]. Reported procedure: N-{3-[8-(2,6-difluorophenyl)-2-(methylthio)-7-oxo-5,6,7,8-tetrahydropyrimido[4,5-d]pyrimidin-4-yl]-4-methylphenyl}-3-thiophene-carboxamide (0.052 g, 0.1 mmol) was dissolved in a mixture of CH2Cl2 (10 mL) and DMF (0.5 mL). Then 3-chloroperoxybenzoic acid (50-60%) (0.03 g, ˜0.1 mmol) was added and the mixture stirred for 45 min at room temperature. Solvent was pumped off in vacuo to give the title compound plus a small amount of the corresponding sulfone. The mixture was used without further purif... The reactants are P12(=S)SP3(=S)SP(=S)(S1)SP(=S)(S2)S3 (phosphorus pentasulphide), C([O-])(O)=O.[Na+] (sodium bicarbonate), ClC1=CC2=C(NC(CN=C2C2=C(C=CC=C2)F)=O)S1 (7-chloro-5-(o-fluorophenyl)-1,3-dihydro-2H-thieno[2,3-e]-1,4-diazepin-2-one). Run in COCCOCCOC (diethyleneglycol dimethyl ether). Yields the product ClC1=CC2=C(NC(CN=C2C2=C(C=CC=C2)F)=S)S1 (7-chloro-5-(o-fluorophenyl)-1,3-dihydro-2H-thieno[2,3-e]-1,4-diazepine-2-thione). Reaction SMILES: [Cl:1][C:2]1[S:19][C:5]2[NH:6][C:7](=O)[CH2:8][N:9]=[C:10]([C:11]3[CH:16]=[CH:15][CH:14]=[CH:13][C:12]=3[F:17])[C:4]=2[CH:3]=1.P12(SP3(SP(SP(S3)(S1)=S)(=S)S2)=S)=[S:21].C(=O)(O)[O-].[Na+]>COCCOCCOC>[Cl:1][C:2]1[S:19][C:5]2[NH:6][C:7](=[S:21])[CH2:8][N:9]=[C:10]([C:11]3[CH:16]=[CH:15][CH:14]=[CH:13][C:12]=3[F:17])[C:4]=2[CH:3]=1 |f:2.3|. Reported procedure: 10 g of 7-chloro-5-(o-fluorophenyl)-1,3-dihydro-2H-thieno[2,3-e]-1,4-diazepin-2-one are dissolved in 150 ml of diethyleneglycol dimethyl ether at 55° C. and stirred with a mixture of 15 g of finely triturated phosphorus pentasulphide and 10 g of sodium bicarbonate for 40 minutes. The solvent is distilled off and the residue washed with water, filtered under vacuum and dried. The 7-chloro-5-(o-fluorophenyl)-1,3-dihydro-2H-thieno[2,3-e]-1,4-diazepine-2-thione thus obtained is refluxed in 200 ml of...